describe an organic reaction: reactants, conditions, products, and yield From a dataset of the Open Reaction Database (ORD), a public repository of structured organic reaction records. The reactants are crude product, Cl (hydrogen chloride), O (water), O1CCOC12CCC(CC2)OC2=CC(=NC(=N2)C(F)(F)F)C(=O)O (6-(1,4-Dioxaspiro[4.5]dec-8-yloxy)-2-(trifluoromethyl)pyrimidine-4-carboxylic acid). Run in CC(=O)C (acetone). Conditions: time 16 hour. Product: O=C1CCC(CC1)OC1=CC(=NC(=N1)C(F)(F)F)C(=O)O (6-[(4-oxocyclohexyl)oxy]-2-(trifluoromethyl)pyrimidine-4-carboxylic acid). Reaction SMILES: O1[C:5]2([CH2:10][CH2:9][CH:8]([O:11][C:12]3[N:17]=[C:16]([C:18]([F:21])([F:20])[F:19])[N:15]=[C:14]([C:22]([OH:24])=[O:23])[CH:13]=3)[CH2:7][CH2:6]2)[O:4]CC1.Cl.O>CC(C)=O>[O:4]=[C:5]1[CH2:10][CH2:9][CH:8]([O:11][C:12]2[N:17]=[C:16]([C:18]([F:21])([F:20])[F:19])[N:15]=[C:14]([C:22]([OH:24])=[O:23])[CH:13]=2)[CH2:7][CH2:6]1. Reported procedure: 6-(1,4-Dioxaspiro[4.5]dec-8-yloxy)-2-(trifluoromethyl)pyrimidine-4-carboxylic acid (0.50 g, 1.4 mmol) was dissolved in acetone (12.8 mL) To this solution was added a solution of 12.0 M hydrogen chloride in water (1.5 mL, 18 mmol) and stirred at RT for 16 hours at which time LCMS showed the reaction was compete. The reaction mixture was extracted with EtOAc and was evaporated to give the product. The crude product was used in the next step. MS (ES): 305(M+1). The reactants are Cl.NC1=NC2=C(N1)C=C(C=C2)N2C(C=CC2=O)=O (1-(2-amino-1H-benzo[d]imidazol-6-yl)-1H-pyrrole-2,5-dione hydrochloride), NC=1C=CC2=C(N(C(=N2)N(C(=O)OC(C)(C)C)C(=O)OC(C)(C)C)C(=O)OC(C)(C)C)C1 (tert-butyl 6-amino-2-(bis(tert-butoxycarbonyl)amino)-1H-benzo[d]imidazole-1-carboxylate), C1(CCCC(=O)O1)=O (glutaric anhydride). Product: Cl.NC1=NC2=C(N1)C=C(C=C2)N2C(CCCC2=O)=O (1-(2-amino-1H-benzo[d]imidazol-6-yl)piperidine-2,6-dione hydrochloride). The yield is 93.0%. As a reaction SMILES: [ClH:1].[NH2:2][C:3]1[NH:7][C:6]2[CH:8]=[C:9]([N:12]3[C:16](=[O:17])[CH:15]=[CH:14][C:13]3=[O:18])[CH:10]=[CH:11][C:5]=2[N:4]=1.N[C:20]1C=CC2N=C(N(C(OC(C)(C)C)=O)C(OC(C)(C)C)=O)N(C(OC(C)(C)C)=O)C=2C=1.C1(=O)OC(=O)CCC1>>[ClH:1].[NH2:2][C:3]1[NH:7][C:6]2[CH:8]=[C:9]([N:12]3[C:13](=[O:18])[CH2:20][CH2:14][CH2:15][C:16]3=[O:17])[CH:10]=[CH:11][C:5]=2[N:4]=1 |f:0.1,4.5|. Procedure: Following the same procedure to synthesize 1-(2-amino-1H-benzo[d]imidazol-6-yl)-1H-pyrrole-2,5-dione hydrochloride, tert-butyl 6-amino-2-(bis(tert-butoxycarbonyl)amino)-1H-benzo[d]imidazole-1-carboxylate (0.113 g, 0.252 mmol) was reacted with glutaric anhydride (0.029 g, 0.252 mmol) to give the title compound (0.066 g, 93% yield) as a white solid. 1H NMR (300 MHz, CD3OD) δ 7.85 (s, 1H), δ 7.28 (s, 2H), δ 2.42 (m, 4H), δ 1.97 (m, 2H) ppm; 13C NMR (75 MHz, CD3OD) δ 174.1, 172.6, 135.2, 129.8, 125.... Reactants: COCC(NC(=O)OCc1ccccc1)C(=O)O, CN1CCOCC1, CC(C)COC(=O)Cl, NCc1ccccc1, C1CCOC1. Product: COCC(NC(=O)OCc1ccccc1)C(=O)NCc1ccccc1. As a reaction SMILES: [C:1](=[O:2])([O:3][CH2:4][c:5]1[cH:6][cH:7][cH:8][cH:9][cH:10]1)[NH:11][CH:12]([C:13](=[O:14])[OH:15])[CH2:16][O:17][CH3:18].[CH3:19][N:20]1[CH2:21][CH2:22][O:23][CH2:24][CH2:25]1.[Cl:26][C:27]([O:28][CH2:29][CH:30]([CH3:31])[CH3:32])=[O:33].[NH2:34][CH2:35][c:36]1[cH:37][cH:38][cH:39][cH:40][cH:41]1.[O:42]1[CH2:43][CH2:44][CH2:45][CH2:46]1>>[C:1](=[O:2])([O:3][CH2:4][c:5]1[cH:6][cH:7][cH:8][cH:9][cH:10]1)[NH:11][CH:12]([C:13](=[O:15])[NH:34][CH2:35][c:36]1[cH:37][cH:38][cH:39][cH:40][cH:41]1)[CH2:16][O:17][CH3:18]. Reactants: ClCCl, CC(C)(C)c1ccc(-n2ncc3cccc(N)c3c2=O)cc1, O=Cc1ccncc1. Yields the product CC(C)(C)c1ccc(-n2ncc3cccc(NCc4ccncc4)c3c2=O)cc1. Reaction SMILES: [Cl:31][CH2:32][Cl:33].[NH2:1][c:2]1[cH:3][cH:4][cH:5][c:6]2[cH:7][n:8][n:9](-[c:13]3[cH:14][cH:15][c:16]([C:19]([CH3:20])([CH3:21])[CH3:22])[cH:17][cH:18]3)[c:10](=[O:12])[c:11]12.[n:23]1[cH:24][cH:25][c:26]([CH:29]=[O:30])[cH:27][cH:28]1>>[NH:1]([c:2]1[cH:3][cH:4][cH:5][c:6]2[cH:7][n:8][n:9](-[c:13]3[cH:14][cH:15][c:16]([C:19]([CH3:20])([CH3:21])[CH3:22])[cH:17][cH:18]3)[c:10](=[O:12])[c:11]12)[CH2:29][c:26]1[cH:25][cH:24][n:23][cH:28][cH:27]1.